This data is from the Open Reaction Database (ORD), a public repository of structured organic reaction records. The task is: describe an organic reaction: reactants, conditions, products, and yield Reactants: CN(C)C(=O)c1ccc(Cl)nc1, [N-]=[N+]=[N-], [Na+], CN(C)C=O, O. Yields the product CN(C)C(=O)c1ccc(N=[N+]=[N-])nc1. RXN SMILES: [Cl:1][c:2]1[n:3][cH:4][c:5]([C:6](=[O:7])[N:8]([CH3:9])[CH3:10])[cH:11][cH:12]1.[N-:19]=[N+:20]=[N-:21].[Na+:18].[O:13]=[CH:14][N:15]([CH3:16])[CH3:17].[OH2:22]>>[c:2]1([N:19]=[N+:20]=[N-:21])[n:3][cH:4][c:5]([C:6](=[O:7])[N:8]([CH3:9])[CH3:10])[cH:11][cH:12]1. Reactants: CCOCC, CN, O=[N+]([O-])c1ccc(SCl)c(C(Cl)(Cl)Cl)c1, O. Yields the product CNSc1ccc([N+](=O)[O-])cc1C(Cl)(Cl)Cl. As a reaction SMILES: [CH3:19][CH2:20][O:21][CH2:22][CH3:23].[CH3:1][NH2:2].[N+:3](=[O:4])([O-:5])[c:6]1[cH:7][c:8]([C:14]([Cl:15])([Cl:16])[Cl:17])[c:9]([S:12][Cl:13])[cH:10][cH:11]1.[OH2:18]>>[CH3:1][NH:2][S:12][c:9]1[c:8]([C:14]([Cl:15])([Cl:16])[Cl:17])[cH:7][c:6]([N+:3](=[O:4])[O-:5])[cH:11][cH:10]1. Starting materials: O1C(CCCC1)OC(CCCN)CCCCC (4-(2-tetrahydropyranyloxy)nonylamine), CS(=O)(=O)Cl (methanesulfonylchloride), ice water. Run in N1=CC=CC=C1 (pyridine). Conditions: time 6 hour. Yields the product O1C(CCCC1)OC(CCCNS(=O)(=O)C)CCCCC (N-[4-(2-tetrahydropyranyloxy)nonyl]methanesulfonamide). As a reaction SMILES: [O:1]1[CH2:6][CH2:5][CH2:4][CH2:3][CH:2]1[O:7][CH:8]([CH2:13][CH2:14][CH2:15][CH2:16][CH3:17])[CH2:9][CH2:10][CH2:11][NH2:12].[CH3:18][S:19](Cl)(=[O:21])=[O:20]>N1C=CC=CC=1>[O:1]1[CH2:6][CH2:5][CH2:4][CH2:3][CH:2]1[O:7][CH:8]([CH2:13][CH2:14][CH2:15][CH2:16][CH3:17])[CH2:9][CH2:10][CH2:11][NH:12][S:19]([CH3:18])(=[O:21])=[O:20]. Procedure: To a stirred, ice cold solution of 4-(2-tetrahydropyranyloxy)nonylamine (7.29 g., 0.03 mole) in pyridine (40 ml.) is added methanesulfonylchloride (3.42 g., 0.03 mole) at such a rate as to maintain the reaction temperature at 5°-10° C. The reaction is then allowed to stand at room temperature for six hours, poured into ice water (200 ml.) and extracted with ether (2× 100 ml.). The ether is washed with ice cold 5% hydrochloric acid (2× 20 ml.), with brine (2× 25 ml.), and then dried over sodium s... The reactants are Na, C(CN)N (ethylenediamine), C(=O)(OC)C1C2C=CC(C1)O2 (2-carbomethoxy-7-oxabicyclo(2,2,1)hept-5-ene). Reaction conditions: temperature 140 celsius, time 8 hour. The product is C(CNC(C=C)=O)NC(C=C)=O (N,N'-ethylenebisacrylamide). RXN SMILES: [CH2:1]([NH2:4])[CH2:2][NH2:3].[C:5]([CH:9]1CC2O[CH:10]1C=C2)(OC)=[O:6]>>[CH2:1]([NH:4][C:5](=[O:6])[CH:9]=[CH2:10])[CH2:2][NH:3][C:5](=[O:6])[CH:9]=[CH2:10]. Procedure details: 7.2 parts 30% methanolic Na-methylate solution are added to 15 parts ethylenediamine. 77 parts 2-carbomethoxy-7-oxabicyclo(2,2,1)hept-5-ene are added drop-wise at 30° C. during cooling. Recrystallisation is then allowed to proceed overnight and the crystalline mass is dissolved in 400 parts chloroform, and neutralised with 4 parts concentrated hydrochloric acid. 50 parts water are added, the organic phase separated off, and the aqueous phase extracted 5 times with 50 parts chloroform in each ins... Starting materials: [OH-].[Na+] (sodium hydroxide), [Cl-].[Na+] (sodium chloride), [Cl-].[K+] (potassium chloride), P(=O)([O-])([O-])[O-].[Na+].[Na+].[Na+] (sodium phosphate). Run in O (water). The product is OP(=O)(O)[O-].OP(=O)([O-])[O-].[Na+].[Na+].[Na+].[Cl-].[Cl-].[K+].[K+] (Phosphate buffered saline). RXN SMILES: [Cl-:1].[Na+:2].[Cl-].[K+:4].[P:5]([O-:9])([O-:8])([O-:7])=[O:6].[Na+].[Na+].[Na+].[OH-].[Na+]>O>[OH:7][P:5]([O-:9])([OH:8])=[O:6].[OH:7][P:5]([O-:9])([O-:8])=[O:6].[Na+:2].[Na+:2].[Na+:2].[Cl-:1].[Cl-:1].[K+:4].[K+:4] |f:0.1,2.3,4.5.6.7,8.9,11.12.13.14.15.16.17.18.19|. Procedure: Phosphate buffered saline (PBS) was prepared by dissolving sodium chloride (0.14M), potassium chloride (2.7 mM), and dibasic sodium phosphate (6.5 mM) in purified water The pH of the solution was adjusted to 7.4±0.2 with concentrated sodium hydroxide. The reactants are CN1CCOCC1, CS(=O)(=O)Cl, COc1ccc(S(=O)(=O)C(N)CCN)cc1, ClCCl, O=C(O)C(F)(F)F. Product: COc1ccc(S(=O)(=O)C(N)CC(N)S(C)(=O)=O)cc1. As a reaction SMILES: [CH3:24][N:25]1[CH2:26][CH2:27][O:28][CH2:29][CH2:30]1.[CH3:31][S:32]([Cl:33])(=[O:34])=[O:35].[CH3:8][O:9][c:10]1[cH:11][cH:12][c:13]([S:16](=[O:17])(=[O:18])[CH:19]([CH2:20][CH2:21][NH2:22])[NH2:23])[cH:14][cH:15]1.[Cl:36][CH2:37][Cl:38].[F:1][C:2]([F:3])([F:4])[C:5]([OH:6])=[O:7]>>[CH3:8][O:9][c:10]1[cH:11][cH:12][c:13]([S:16](=[O:17])(=[O:18])[CH:19]([CH2:20][CH:21]([NH2:22])[S:32]([CH3:31])(=[O:34])=[O:35])[NH2:23])[cH:14][cH:15]1.